Dataset: the Open Reaction Database (ORD), a public repository of structured organic reaction records. Task: describe an organic reaction: reactants, conditions, products, and yield Reactants: NC=1NC(C=2N(C=NC2N1)CC1=C(C=CC=C1)C#N)=O (2-amino-7-(2-cyano-benzyl)-1,7-dihydro-purin-6-one), N(=O)[O-].[Na+] (sodium nitrite), O (water), Cl (hydrochloric acid). Run in C(C)(=O)O (acetic acid). The product is C(#N)C1=C(CN2C=NC=3NC(NC(C23)=O)=O)C=CC=C1 (7-(2-cyano-benzyl)-xanthine). As a reaction SMILES: N[C:2]1[NH:3][C:4](=[O:20])[C:5]2[N:6]([CH2:11][C:12]3[CH:17]=[CH:16][CH:15]=[CH:14][C:13]=3[C:18]#[N:19])[CH:7]=[N:8][C:9]=2[N:10]=1.N([O-])=[O:22].[Na+].O.Cl>C(O)(=O)C>[C:18]([C:13]1[CH:14]=[CH:15][CH:16]=[CH:17][C:12]=1[CH2:11][N:6]1[C:5]2[C:4](=[O:20])[NH:3][C:2](=[O:22])[NH:10][C:9]=2[N:8]=[CH:7]1)#[N:19] |f:1.2|. Procedure: Prepared by treating 16.68 g of 2-amino-7-(2-cyano-benzyl)-1,7-dihydro-purin-6-one with 17.00 g of sodium nitrite in a mixture of 375 ml of conc. acetic acid, 84 ml of water and 5.2 ml of conc. hydrochloric acid at 50° C. Starting materials: C1(C=CC=C1)[Na] (cyclopentadienylsodium), C(OC)(OC)=O (dimethyl carbonate), O1CCCC1 (tetrahydrofuran). Run at time 3 hour. Yields the product CC=1C(C=CC1)([Na])C(=O)O (methylcarboxycyclopentadienylsodium). RXN SMILES: [CH:1]1([Na:6])[CH:5]=[CH:4][CH:3]=[CH:2]1.[C:7](=O)([O:10]C)[O:8]C.O1CCC[CH2:14]1>>[CH3:14][C:2]1[C:1]([C:7]([OH:10])=[O:8])([Na:6])[CH:5]=[CH:4][CH:3]=1. Reported procedure: 5.901 g (33.5 mmol) of the 1,4-dioxane complex of cyclopentadienylsodium were heated with 9.008 g (100.0 mmol) of dimethyl carbonate in 70 ml of tetrahydrofuran to reflux. After 3 h, the solvent and excess dimethyl carbonate were removed distillatively and the residue was washed with 150 ml of diethyl ether. After drying under reduced pressure, 4.68 g (32.03 mmol) of methylcarboxycyclopentadienylsodium were obtained. 2.913 g (19.94 mmol) of methylcarboxycyclopentadienylsodium were admixed with 4... Starting materials: BrC=1C(=NC(=NC1)Cl)C1=CN=C(S1)C(O[Si](C)(C)C)C1=CC=CC=C1 (5-bromo-2-chloro-4-{2-[phenyl(trimethylsilyloxy)-methyl]-thiazol-5-yl}pyrimidine), NCCN1C(NC(C1(C)C)=O)=O (1-(2-aminoethyl)-5,5-dimethylimidazolidine-2,4-dione), C(C)(C)N(C(C)C)CC (N,N-diisopropylethylamine), C(Cl)(Cl)Cl (CHCl3), solution, [F-].C(CCC)[N+](CCCC)(CCCC)CCCC (tetra-n-butylammonium fluoride). Run in CC(C)O (iPrOH), C1CCOC1 (THF). The product is BrC=1C(=NC(=NC1)NCCN1C(NC(C1(C)C)=O)=O)C1=CN=C(S1)C(C1=CC=CC=C1)O (1-[2-(5-Bromo-4-{2-[hydroxy(phenyl)methyl]thiazol-5-yl}pyrimidin-2-ylamino)ethyl]-5,5-dimethylimidazolidine-2,4-dione). Reaction SMILES: [Br:1][C:2]1[C:3]([C:9]2[S:13][C:12]([CH:14]([C:20]3[CH:25]=[CH:24][CH:23]=[CH:22][CH:21]=3)[O:15][Si](C)(C)C)=[N:11][CH:10]=2)=[N:4][C:5](Cl)=[N:6][CH:7]=1.[NH2:26][CH2:27][CH2:28][N:29]1[C:33]([CH3:35])([CH3:34])[C:32](=[O:36])[NH:31][C:30]1=[O:37].C(N(CC)C(C)C)(C)C.C(Cl)(Cl)Cl.[F-].C([N+](CCCC)(CCCC)CCCC)CCC>CC(O)C.C1COCC1>[Br:1][C:2]1[C:3]([C:9]2[S:13][C:12]([CH:14]([OH:15])[C:20]3[CH:25]=[CH:24][CH:23]=[CH:22][CH:21]=3)=[N:11][CH:10]=2)=[N:4][C:5]([NH:26][CH2:27][CH2:28][N:29]2[C:33]([CH3:34])([CH3:35])[C:32](=[O:36])[NH:31][C:30]2=[O:37])=[N:6][CH:7]=1 |f:4.5|. Reported procedure: A solution of 150 mg (0.33 mmol) of 5-bromo-2-chloro-4-{2-[phenyl(trimethylsilyloxy)-methyl]-thiazol-5-yl}pyrimidine, 85 mg (0.50 mmol) of 1-(2-aminoethyl)-5,5-dimethylimidazolidine-2,4-dione and N,N-diisopropylethylamine (0.17 mL, 0.99 mmol) in 4 mL of iPrOH and 1 mol of CHCl3 was heated in a microwave to 170° C. for 20 min and then treated with 0.75 mL of a 1 M solution of tetra-n-butylammonium fluoride in THF for 10 min at rt. The reaction solution was concentrated in vacuo and the crude soli... Starting materials: N(=NC(=O)OC(C)C)C(=O)OC(C)C (Diisopropyl azodicarboxylate), OC1=CC=C(C=C1)[C@H]1CN(CCO1)C(=O)OC(C)(C)C (tert-butyl (2S)-2-(4-hydroxyphenyl)morpholine-4-carboxylate), C1(=CC=CC=C1)P(C1=CC=CC=C1)C1=CC=CC=C1 (triphenylphosphine), BrCCCO (3-bromopropanol). Solvent: O1CCCC1 (tetrahydrofuran). Conditions: time 10 hour. Product: BrCCCOC1=CC=C(C=C1)[C@H]1CN(CCO1)C(=O)OC(C)(C)C (tert-butyl (2S)-2-(4-(3-bromopropyloxy)phenyl)morpholine-4-carboxylate). The yield is 99.9%. Reaction SMILES: N(C(OC(C)C)=O)=NC(OC(C)C)=O.[OH:15][C:16]1[CH:21]=[CH:20][C:19]([C@@H:22]2[O:27][CH2:26][CH2:25][N:24]([C:28]([O:30][C:31]([CH3:34])([CH3:33])[CH3:32])=[O:29])[CH2:23]2)=[CH:18][CH:17]=1.C1(P(C2C=CC=CC=2)C2C=CC=CC=2)C=CC=CC=1.[Br:54][CH2:55][CH2:56][CH2:57]O>O1CCCC1>[Br:54][CH2:55][CH2:56][CH2:57][O:15][C:16]1[CH:21]=[CH:20][C:19]([C@@H:22]2[O:27][CH2:26][CH2:25][N:24]([C:28]([O:30][C:31]([CH3:34])([CH3:33])[CH3:32])=[O:29])[CH2:23]2)=[CH:18][CH:17]=1. Procedure: Diisopropyl azodicarboxylate (40% in toluene, 13.6 g, 26.9 mmol) was added to a solution of tert-butyl (2S)-2-(4-hydroxyphenyl)morpholine-4-carboxylate (5.0 g, 17.9 mmol), triphenylphosphine (7.1 g, 27.1 mmol) and 3-bromopropanol (3.75 g, 27.0 mmol) in tetrahydrofuran (100 ml) and the solution was stirred for 10 hours at room temperature. The mixture was partitioned between water and ethyl acetate. The organic layer was washed with brine, dried over magnesium sulfate and concentrated in vacuo. T... Starting materials: CC(C)(C)[Si](OCCCC(O)c1ccc(Cl)cc1)(c1ccccc1)c1ccccc1, C1CCOC1, CI, [H-], [Na+]. Product: COC(CCCO[Si](c1ccccc1)(c1ccccc1)C(C)(C)C)c1ccc(Cl)cc1. RXN SMILES: [C:3]([CH3:4])([CH3:5])([CH3:6])[Si:7]([O:8][CH2:9][CH2:10][CH2:11][CH:12]([OH:13])[c:14]1[cH:15][cH:16][c:17]([Cl:20])[cH:18][cH:19]1)([c:21]1[cH:22][cH:23][cH:24][cH:25][cH:26]1)[c:27]1[cH:28][cH:29][cH:30][cH:31][cH:32]1.[CH2:35]1[O:36][CH2:37][CH2:38][CH2:39]1.[CH3:33][I:34].[H-:2].[Na+:1]>>[C:3]([CH3:4])([CH3:5])([CH3:6])[Si:7]([O:8][CH2:9][CH2:10][CH2:11][CH:12]([O:13][CH3:33])[c:14]1[cH:15][cH:16][c:17]([Cl:20])[cH:18][cH:19]1)([c:21]1[cH:22][cH:23][cH:24][cH:25][cH:26]1)[c:27]1[cH:28][cH:29][cH:30][cH:31][cH:32]1.